This data is from the Open Reaction Database (ORD), a public repository of structured organic reaction records. The task is: describe an organic reaction: reactants, conditions, products, and yield Reactants: BrCC(=O)OC (methyl bromoacetate), ClC1=CC2=C(C=3C(CN=C2C2=C(C=CC=C2)Cl)=CNC3C)C=C1 (8-chloro-6-(2-chlorophenyl)-1-methyl-2H,4H-pyrrolo[3,4-d][2]benzazepine), ice, CC(C)([O-])C.[K+] (potassium t-butoxide). Solvent: CN(C=O)C (dimethylformamide), O (water). Reaction conditions: temperature 0 celsius, time 15 minute. Yields the product COC(CN1C=C2CN=C(C3=C(C2=C1C)C=CC(=C3)Cl)C3=C(C=CC=C3)Cl)=O (8-Chloro-6-(2-chlorophenyl)-1-methyl-2H,4H-pyrrolo[3,4-d][2]benzazepine-2-acetic acid methyl ester). Reaction SMILES: [Cl:1][C:2]1[CH:23]=[CH:22][C:5]2[C:6]3[C:7](=[CH:18][NH:19][C:20]=3[CH3:21])[CH2:8][N:9]=[C:10]([C:11]3[CH:16]=[CH:15][CH:14]=[CH:13][C:12]=3[Cl:17])[C:4]=2[CH:3]=1.CC(C)([O-])C.[K+].Br[CH2:31][C:32]([O:34][CH3:35])=[O:33]>CN(C)C=O.O>[CH3:35][O:34][C:32](=[O:33])[CH2:31][N:19]1[C:20]([CH3:21])=[C:6]2[C:7]([CH2:8][N:9]=[C:10]([C:11]3[CH:16]=[CH:15][CH:14]=[CH:13][C:12]=3[Cl:17])[C:4]3[CH:3]=[C:2]([Cl:1])[CH:23]=[CH:22][C:5]=32)=[CH:18]1 |f:1.2|. Procedure details: In one portion, 2.0 g (5.8 mmol) of 8-chloro-6-(2-chlorophenyl)-1-methyl-2H,4H-pyrrolo[3,4-d][2]benzazepine were added to an ice-cooled solution of 0.8 g (7.1 mmol) of potassium t-butoxide in 30 ml of dry dimethylformamide. After stirring at 0° C. for 15 minutes, 0.65 ml (7.7 mmol) of methyl bromoacetate was added, and the resulting solution was stirred for 5 minutes. The mixture was diluted with water and extracted with ether. The ether solution was washed with water, dried over anhydrous sodiu...